This data is from the Open Reaction Database (ORD), a public repository of structured organic reaction records. The task is: describe an organic reaction: reactants, conditions, products, and yield The reagents and catalysts are C=1C=CC(=CC1)/C=C/C(=O)/C=C/C2=CC=CC=C2.C=1C=CC(=CC1)/C=C/C(=O)/C=C/C2=CC=CC=C2.C=1C=CC(=CC1)/C=C/C(=O)/C=C/C2=CC=CC=C2.[Pd].[Pd] (tris-(dibenzylideneaceton)-dipalladium(0)). Reactants: substituted benzyl bromide, C(C)(C)(C)P(C1=C(C=CC=C1)C1=C(C=C(C=C1C(C)C)C(C)C)C(C)C)C(C)(C)C (2-di-t-butylphosphino-2′,4′,6′-triisopropylbiphenyl), Compound 10, [OH-].[K+] (potassium hydroxide). Procedure details: Method C) Compound 10 was dissolved in toluene (8 mml/mmol) and to the solution was added potassium hydroxide (2 eq, 11.7N) and the solution was degassed. To the solution was added properly substituted benzyl bromide (1.1 eq), 2-di-t-butylphosphino-2′,4′,6′-triisopropylbiphenyl (0.06 eq) and tris-(dibenzylideneaceton)-dipalladium(0) (0.03 eq). The mixture was stirred at 60° C. for 1.25 hrs. The mixture was cooled to room temperature, diluted with EtOAc and washed with 5% NaHCO3 solution (10 ml/m... Run in C1(=CC=CC=C1)C (toluene), CCOC(=O)C (EtOAc). Reaction SMILES: [OH-:1].[K+].C(P(C(C)(C)C)C1C=CC=CC=1[C:14]1[C:19](C(C)C)=[CH:18][C:17](C(C)C)=[CH:16][C:15]=1[CH:26](C)C)(C)(C)C>C1(C)C=CC=CC=1.CCOC(C)=O.C1C=CC(/C=C/C(/C=C/C2C=CC=CC=2)=O)=CC=1.C1C=CC(/C=C/C(/C=C/C2C=CC=CC=2)=O)=CC=1.C1C=CC(/C=C/C(/C=C/C2C=CC=CC=2)=O)=CC=1.[Pd].[Pd]>[CH2:26]([O:1][CH2:26][C:15]1[CH:14]=[CH:19][CH:18]=[CH:17][CH:16]=1)[C:15]1[CH:16]=[CH:17][CH:18]=[CH:19][CH:14]=1 |f:0.1,5.6.7.8.9|. The product is C(C1=CC=CC=C1)OCC1=CC=CC=C1 (Benzyl Ether). Conditions: temperature 60 celsius, time 1.25 hour. The reactants are OC=1C=C2CCC(NC2=CC1)=O (6-hydroxy-3,4-dihydro-carbostyril), N1=C(C=CC=C1)S(=O)(=O)CCCCOC=1C=C2CCC(NC2=CC1)=O (6-[4-(2-Pyridyl-sulfonyl)-butoxy]-3,4-dihydro-carbostyril). Yields the product C1(=CC=CC=C1)S(=O)(=O)CCCCOC=1C=C2CCC(NC2=CC1)=O (6-(4-Phenylsulfonyl-butoxy)-3,4-dihydro-carbostyril). As a reaction SMILES: O[C:2]1C=C2C(=CC=1)NC(=O)CC2.N1[CH:18]=[CH:17][CH:16]=[CH:15][C:14]=1[S:19]([CH2:22][CH2:23][CH2:24][CH2:25][O:26][C:27]1[CH:28]=[C:29]2[C:34](=[CH:35][CH:36]=1)[NH:33][C:32](=[O:37])[CH2:31][CH2:30]2)(=[O:21])=[O:20]>>[C:14]1([S:19]([CH2:22][CH2:23][CH2:24][CH2:25][O:26][C:27]2[CH:28]=[C:29]3[C:34](=[CH:35][CH:36]=2)[NH:33][C:32](=[O:37])[CH2:31][CH2:30]3)(=[O:21])=[O:20])[CH:2]=[CH:18][CH:17]=[CH:16][CH:15]=1. Reported procedure: Prepared analogous to Example 4 from 6-hydroxy-3,4-dihydro-carbostyril and 4-phenylsulfonyl-butyl bromide (prepared from 4-(phenylmercapto)-butyl bromide by oxidation analogous to Example 3). The reactants are CO, CCOC(=O)CCc1cc(CCNS(=O)(=O)c2ccc(Cl)cc2)cc(Cc2ccc(F)cc2)c1, [Na+], [OH-]. Yields the product O=C(O)CCc1cc(CCNS(=O)(=O)c2ccc(Cl)cc2)cc(Cc2ccc(F)cc2)c1. Reaction SMILES: [CH3:37][OH:38].[Cl:1][c:2]1[cH:3][cH:4][c:5]([S:8](=[O:9])(=[O:10])[NH:11][CH2:12][CH2:13][c:14]2[cH:15][c:16]([CH2:28][CH2:29][C:30](=[O:31])[O:32][CH2:33][CH3:34])[cH:17][c:18]([CH2:20][c:21]3[cH:22][cH:23][c:24]([F:27])[cH:25][cH:26]3)[cH:19]2)[cH:6][cH:7]1.[Na+:36].[OH-:35]>>[Cl:1][c:2]1[cH:3][cH:4][c:5]([S:8](=[O:9])(=[O:10])[NH:11][CH2:12][CH2:13][c:14]2[cH:15][c:16]([CH2:28][CH2:29][C:30](=[O:31])[OH:32])[cH:17][c:18]([CH2:20][c:21]3[cH:22][cH:23][c:24]([F:27])[cH:25][cH:26]3)[cH:19]2)[cH:6][cH:7]1. Starting materials: ( 3 ), ON=C(C(=O)OCC)C(=O)CBr (ethyl 2-hydroxyimino-4-bromoacetoacetate), Cl.NO (Hydroxylamine hydrochloride), C=1C=CC2=C(C1)C(=O)OC2(C=3C=CC(=CC3)O)C=4C=CC(=CC4)O (Phenolphthalein), Cl.NO (hydroxylamine hydrochloride), C[O-].[Na+] (sodium methoxide), NC(=S)N (thiourea). The solvent is CO (methanol), CO (methanol), C(C)O (ethanol). Run at time 30 minute. Yields the product ON=C(C(=O)OCC)C=1N=C(SC1)N (ethyl 2-hydroxyimino-2-(2-amino-1,3-thiazol-4-yl)acetate). RXN SMILES: C1C=CC2C(C3C=CC(O)=CC=3)(C3C=CC(O)=CC=3)OC(=O)C=2C=1.Cl.NO.C[O-].[Na+].[OH:31][N:32]=[C:33]([C:39]([CH2:41]Br)=O)[C:34]([O:36][CH2:37][CH3:38])=[O:35].[NH2:43][C:44]([NH2:46])=[S:45]>CO.C(O)C>[OH:31][N:32]=[C:33]([C:39]1[N:43]=[C:44]([NH2:46])[S:45][CH:41]=1)[C:34]([O:36][CH2:37][CH3:38])=[O:35] |f:1.2,3.4|. Procedure details: Phenolphthalein indicator (3 drops) was added to a solution of hydroxylamine hydrochloride (4.2 g.) in dry methanol (60 ml.). To the solution was dropwise added with stirring at ambient temperature 1N methanol solution of sodium methoxide (60 ml.) until the color of the solution was changed to purplish red. Hydroxylamine hydrochloride was added thereto by small portions until the solution was changed to colorless solution. The mixture was stirred for 30 minutes at ambient temperature. After prec... The reactants are CC(C)O, CC(C(=O)NC(C)(C(=O)CC(=O)[O-])C(C)C)c1ccc(Cl)cc1, [Na+], [OH-], O, O=S(=O)(O)O. Yields the product CC(=O)C(C)(NC(=O)C(C)c1ccc(Cl)cc1)C(C)C. As a reaction SMILES: [CH3:24][CH:25]([OH:26])[CH3:27].[Cl:1][c:2]1[cH:3][cH:4][c:5]([CH:8]([C:9](=[O:10])[NH:11][C:12]([C:13]([CH2:14][C:15]([O-:16])=[O:17])=[O:18])([CH:19]([CH3:20])[CH3:21])[CH3:22])[CH3:23])[cH:6][cH:7]1.[Na+:34].[OH-:33].[OH2:35].[S:28](=[O:29])(=[O:30])([OH:31])[OH:32]>>[Cl:1][c:2]1[cH:3][cH:4][c:5]([CH:8]([C:9](=[O:10])[NH:11][C:12]([C:13]([CH3:14])=[O:18])([CH:19]([CH3:20])[CH3:21])[CH3:22])[CH3:23])[cH:6][cH:7]1. Reactants: C#CCCCCO, CCCCCCC, CCOC(C)=O, Cc1ccc(S(=O)(=O)Oc2cnc3ccccc3c2)cc1. The product is OCCCCC#Cc1cnc2ccccc2c1. RXN SMILES: [CH2:22]([CH2:23][CH2:24][CH2:25][C:26]#[CH:27])[OH:28].[CH3:29][CH2:30][CH2:31][CH2:32][CH2:33][CH2:34][CH3:35].[CH3:36][CH2:37][O:38][C:39]([CH3:40])=[O:41].[n:1]1[cH:2][c:3]([O:11][S:12]([c:13]2[cH:14][cH:15][c:16]([CH3:17])[cH:18][cH:19]2)(=[O:20])=[O:21])[cH:4][c:5]2[cH:6][cH:7][cH:8][cH:9][c:10]12>>[n:1]1[cH:2][c:3]([C:27]#[C:26][CH2:25][CH2:24][CH2:23][CH2:22][OH:28])[cH:4][c:5]2[cH:6][cH:7][cH:8][cH:9][c:10]12. Reactants: C(c1ccc(c(c1)[Br])[Cl])=O, CC1=CN=C(C=C1)N, [C-]#[N+]C1CCCCC1. Reagents/catalysts: O=C(O)C(F)(F)F (trifluoroacetic acid). The solvent is CC(C)O (isopropyl alcohol), CC(C)O (isopropylalcohol). Reaction conditions: temperature 22 celsius, time 20 hour. Product: Cc1ccc2nc(c3ccc(c(c3)[Br])[Cl])c(NC3CCCCC3)n2c1. The yield is 11.7%. As a reaction SMILES: CC1=CC=C(N)N=C1.[C-]#[N+]C1CCCCC1.ClC1=CC=C(C=O)C=C1Br>>CC1=CN2C(C=C1)=NC(=C2NC1CCCCC1)C1=CC=C(Cl)C(Br)=C1. Starting materials: N1(CCCCC1)CC=1C=C(OCCCNC2=NC3=CC=CC=C3C(=C2)OCC)C=CC1 (2-[3-[3-(Piperidinomethyl)phenoxy]propylamino]-4-ethoxyquinoline), dimaleate. The solvent is Cl (hydrochloric acid). Product: N1(CCCCC1)CC=1C=C(OCCCNC2=NC3=CC=CC=C3C(C2)=O)C=CC1 (2-[3-[3-(Piperidinomethyl)phenoxy]propylamino]-4-quinolone). As a reaction SMILES: [N:1]1([CH2:7][C:8]2[CH:9]=[C:10]([CH:29]=[CH:30][CH:31]=2)[O:11][CH2:12][CH2:13][CH2:14][NH:15][C:16]2[CH:25]=[C:24]([O:26]CC)[C:23]3[C:18](=[CH:19][CH:20]=[CH:21][CH:22]=3)[N:17]=2)[CH2:6][CH2:5][CH2:4][CH2:3][CH2:2]1>Cl>[N:1]1([CH2:7][C:8]2[CH:9]=[C:10]([CH:29]=[CH:30][CH:31]=2)[O:11][CH2:12][CH2:13][CH2:14][NH:15][C:16]2[CH2:25][C:24](=[O:26])[C:23]3[C:18](=[CH:19][CH:20]=[CH:21][CH:22]=3)[N:17]=2)[CH2:6][CH2:5][CH2:4][CH2:3][CH2:2]1. Procedure: 2-[3-[3-(Piperidinomethyl)phenoxy]propylamino]-4-ethoxyquinoline (liberated from the dimaleate (3.0 g)) was stirred under reflux in concentrated hydrochloric acid (30 ml) for 41/2 hours. The reaction mixture was cooled, reduced in volume by evaporation under reduced pressure, taken to pH 9 (aqueous NaHCO3), washed with ether, and extracted into chloroform (3×). The chloroform extracts were combined, dried (MgSO4), evaporated under reduced pressure and the resultant white oil was treated with hot...